From a dataset of the Open Reaction Database (ORD), a public repository of structured organic reaction records. describe an organic reaction: reactants, conditions, products, and yield The reactants are FC(C(=O)NC1=CC=C(C=C1)CC1CCN(CC1)S(=O)(=O)N1CCCCC1)(F)F (2,2,2-trifluoro-N-[4-(1-piperidinesulfonylpiperidin-4-ylmethyl)-phenyl]acetamide), [OH-].[Li+] (lithium hydroxide). Solvent: CO (methanol), O (water). Reaction conditions: temperature 60 celsius. The product is N1(CCCCC1)S(=O)(=O)N1CCC(CC1)CC1=CC=C(C=C1)N (4-(1-piperidinesulfonylpiperidin-4-ylmethyl)-phenylamine). Yield: 80.1%. As a reaction SMILES: FC(F)(F)C([NH:5][C:6]1[CH:11]=[CH:10][C:9]([CH2:12][CH:13]2[CH2:18][CH2:17][N:16]([S:19]([N:22]3[CH2:27][CH2:26][CH2:25][CH2:24][CH2:23]3)(=[O:21])=[O:20])[CH2:15][CH2:14]2)=[CH:8][CH:7]=1)=O.[OH-].[Li+]>CO.O>[N:22]1([S:19]([N:16]2[CH2:15][CH2:14][CH:13]([CH2:12][C:9]3[CH:10]=[CH:11][C:6]([NH2:5])=[CH:7][CH:8]=3)[CH2:18][CH2:17]2)(=[O:21])=[O:20])[CH2:23][CH2:24][CH2:25][CH2:26][CH2:27]1 |f:1.2|. Procedure details: A mixture of 2,2,2-trifluoro-N-[4-(1-piperidinesulfonylpiperidin-4-ylmethyl)-phenyl]acetamide (0.48 g, 1.11 mmol) and lithium hydroxide (0.23 g, 5.54 mmol) in methanol (10 mL) and water (1 mL) was heated at 60° C. for about 2 hours. The reaction mixture was concentrated in vacuo, diluted with water, and extracted with dichloromethane. The organic extracts were washed with water and brine, and dried (Na2SO4). The residue was crystallized from ethyl acetate/hexanes, to give 4-(1-piperidinesulfonyl... Starting materials: C(C)SC=1[C@]2(C)[C@@H](CC1)[C@@H]1CCC3=CC(C=C[C@]3(C)[C@]1([C@H](C2)O)F)=O (17-(ethylthio)-9-fluoro-11β-hydroxyandrosta-1,4,16-trien-3-one), ClN1C(CCC1=O)=O (N-chlorosuccinimide). The solvent is C(Cl)(Cl)Cl (chloroform), ClCCl (dichloromethane). Yields the product ClC1=C([C@]2(C)[C@@H](C1)[C@@H]1CCC3=CC(C=C[C@]3(C)[C@]1([C@H](C2)O)F)=O)SCC ((11β)-16-Chloro-17-(ethylthio)-9-fluoro-11-hydroxyandrosta-1,4,16-trien-3-one). Isolated yield 100.5%. As a reaction SMILES: [CH2:1]([S:3][C:4]1[C@:5]2([CH2:22][C@H:21]([OH:23])[C@@:20]3([F:24])[C@@H:10]([CH2:11][CH2:12][C:13]4[C@:18]3([CH3:19])[CH:17]=[CH:16][C:15](=[O:25])[CH:14]=4)[C@@H:7]2[CH2:8][CH:9]=1)[CH3:6])[CH3:2].[Cl:26]N1C(=O)CCC1=O>ClCCl.C(Cl)(Cl)Cl>[Cl:26][C:9]1[CH2:8][C@H:7]2[C@H:10]3[C@:20]([F:24])([C@@H:21]([OH:23])[CH2:22][C@:5]2([CH3:6])[C:4]=1[S:3][CH2:1][CH3:2])[C@:18]1([CH3:19])[C:13](=[CH:14][C:15](=[O:25])[CH:16]=[CH:17]1)[CH2:12][CH2:11]3. Reported procedure: A solution of 1.5 g of 17-(ethylthio)-9-fluoro-11β-hydroxyandrosta-1,4,16-trien-3-one in 70 ml of dry dichloromethane is stirred with 609 mg of N-chlorosuccinimide at room temperature under a nitrogen atmosphere for 2.5 hours. The resulting solution is diluted with 140 ml of chloroform; the chloroform solution is washed with saturated NaHCO3 solution and water, dried over anhydrous Na2SO4 and evaporated in vacuo to give 1.65 g of a foam. The foam is dissolved in chloroform-hexane (4:1) and chrom... Starting materials: C, OCC1CCN(Cc2ccccc2)CC1O, CCO, NN, O, [Pd]. The product is OCC1CCNCC1O. Reaction SMILES: [C:23].[CH2:1]([c:2]1[cH:3][cH:4][cH:5][cH:6][cH:7]1)[N:8]1[CH2:9][CH:10]([OH:16])[CH:11]([CH2:14][OH:15])[CH2:12][CH2:13]1.[CH3:20][CH2:21][OH:22].[NH2:18][NH2:19].[OH2:17].[Pd:24]>>[NH:8]1[CH2:9][CH:10]([OH:16])[CH:11]([CH2:14][OH:15])[CH2:12][CH2:13]1.